This data is from the Open Reaction Database (ORD), a public repository of structured organic reaction records. The task is: describe an organic reaction: reactants, conditions, products, and yield Reactants: Cc1cc2c(s1)Nc1ccccc1N=C2N1CCN(C)CC1, CN(C)C=O, CC(C)Br, [H-], [Na+], O. Reaction SMILES: [CH3:1][c:2]1[cH:3][c:4]2[c:5]([s:22]1)[NH:6][c:7]1[c:8]([cH:18][cH:19][cH:20][cH:21]1)[N:9]=[C:10]2[N:11]1[CH2:12][CH2:13][N:14]([CH3:17])[CH2:15][CH2:16]1.[CH3:30][N:31]([CH3:32])[CH:33]=[O:34].[CH:25]([CH3:26])([CH3:27])[Br:28].[H-:23].[Na+:24].[OH2:29]>>[CH3:1][c:2]1[cH:3][c:4]2[c:5]([s:22]1)[N:6]([CH:25]([CH3:26])[CH3:27])[c:7]1[c:8]([cH:18][cH:19][cH:20][cH:21]1)[N:9]=[C:10]2[N:11]1[CH2:12][CH2:13][N:14]([CH3:17])[CH2:15][CH2:16]1. Yields the product Cc1cc2c(s1)N(C(C)C)c1ccccc1N=C2N1CCN(C)CC1. As a reaction SMILES: [CH2:20]([CH3:21])[O:22][SiH:23]([O:24][CH2:25][CH3:26])[O:27][CH2:28][CH3:29].[CH3:1][O:2][C:3]([CH2:4][C:5]([CH2:6][C:7](=[O:8])[O:9][CH3:10])([C:11](=[O:12])[O:13][CH3:14])[O:15][CH2:16][CH:17]=[CH2:18])=[O:19].[CH3:30][c:31]1[cH:32][cH:33][cH:34][cH:35][cH:36]1.[CH:37]([Si:38]([CH:39]=[CH2:40])([CH3:41])[O:42][Si:43]([CH3:44])([CH3:45])[CH3:46])=[CH2:47].[Pt:48]>>[CH3:1][O:2][C:3]([CH2:4][C:5]([CH2:6][C:7](=[O:8])[O:9][CH3:10])([C:11](=[O:12])[O:13][CH3:14])[O:15][CH2:16][CH2:17][CH2:18][Si:23]([O:22][CH2:20][CH3:21])([O:24][CH2:25][CH3:26])[O:27][CH2:28][CH3:29])=[O:19]. Yields the product CCO[Si](CCCOC(CC(=O)OC)(CC(=O)OC)C(=O)OC)(OCC)OCC. Starting materials: CCO[SiH](OCC)OCC, C=CCOC(CC(=O)OC)(CC(=O)OC)C(=O)OC, Cc1ccccc1, C=C[Si](C)(C=C)O[Si](C)(C)C, [Pt]. The reactants are N\C(=C/C(=O)OCC)\C(F)(F)F (ethyl 3-amino-4,4,4-trifluorocrotonate), ClC1=CC(=C(C=C1C=1OC(=NN1)C)N=C=O)F (4-chloro-2-fluoro-5-(5-methyl-1,3,4-oxadiazol-2-yl)phenyl isocyanate), [H-].[Na+] (sodium hydride). The solvent is C1(=CC=CC=C1)C (toluene), C1(=CC=CC=C1)C (toluene), CN(C=O)C (dimethylformamide). Conditions: temperature 0 celsius, time 15 minute. Yields the product ClC1=CC(=C(C=C1C=1OC(=NN1)C)N1C(NC(=CC1=O)C(F)(F)F)=O)F (3-(4-chloro-2-fluoro-5-(5-methyl-1,3,4-oxadiazol-2-yl)phenyl)-6-trifluoromethyl-2,4(1H,3H)-pyrimidinedione). Reaction SMILES: [H-].[Na+].[NH2:3]/[C:4](/[C:11]([F:14])([F:13])[F:12])=[CH:5]\[C:6]([O:8]CC)=O.[Cl:15][C:16]1[C:21]([C:22]2[O:23][C:24]([CH3:27])=[N:25][N:26]=2)=[CH:20][C:19]([N:28]=[C:29]=[O:30])=[C:18]([F:31])[CH:17]=1>CN(C)C=O.C1(C)C=CC=CC=1>[Cl:15][C:16]1[C:21]([C:22]2[O:23][C:24]([CH3:27])=[N:25][N:26]=2)=[CH:20][C:19]([N:28]2[C:6](=[O:8])[CH:5]=[C:4]([C:11]([F:12])([F:13])[F:14])[NH:3][C:29]2=[O:30])=[C:18]([F:31])[CH:17]=1 |f:0.1|. Procedure: To a suspension of 1.04 g of sodium hydride (oil, purity: 55%) in 75 ml of dimethylformamide, a solution of 4.3 g of ethyl 3-amino-4,4,4-trifluorocrotonate in 58 ml of toluene was added dropwise at 0° C. over a period of 15 minutes. Thereafter, the solution was stirred at 0° C. for 15 minutes and then cooled to -30° C., followed by dropwise addition of a solution of 5.7 g of 4-chloro-2-fluoro-5-(5-methyl-1,3,4-oxadiazol-2-yl)phenyl isocyanate in 60 ml of toluene. The resulting mixed solution was... Reaction SMILES: [CH:1]12[C:9](=[O:10])[O:8][C:6](=O)[CH:3]([CH2:4][CH2:5]1)[CH2:2]2.[NH2:11][CH2:12][CH2:13][CH2:14][CH2:15][N:16]1[CH2:21][CH2:20][N:19]([C:22]2[CH:27]=[CH:26][CH:25]=[C:24]([C:28]([F:31])([F:30])[F:29])[CH:23]=2)[CH2:18][CH2:17]1.C(Cl)Cl.C1(C)C(C)=CC=CC=1>O>[F:31][C:28]([F:29])([F:30])[C:24]1[CH:23]=[C:22]([N:19]2[CH2:18][CH2:17][N:16]([CH2:15][CH2:14][CH2:13][CH2:12][N:11]3[C:6](=[O:8])[CH:3]4[CH2:2][CH:1]([CH2:5][CH2:4]4)[C:9]3=[O:10])[CH2:21][CH2:20]2)[CH:27]=[CH:26][CH:25]=1. Yields the product FC(C=1C=C(C=CC1)N1CCN(CC1)CCCCN1C(C2CCC(C1=O)C2)=O)(F)F (3-[4-[4-[3-(Trifluoromethyl)phenyl]-1-piperazinyl]butyl]-3-azabicyclo[3.2.1]octane-2,4-dione). The reactants are C12CC(CC1)C(=O)OC2=O (1,3-Cyclopentane dicarboxylic anhydride), NCCCCN1CCN(CC1)C1=CC(=CC=C1)C(F)(F)F (1-(4-aminobutyl)-4-[3-(trifluoromethyl)phenyl]piperazine), C(Cl)Cl (methylene chloride), C=1(C(=CC=CC1)C)C (xylene). Solvent: O (water). Reported procedure: 1,3-Cyclopentane dicarboxylic anhydride (2.2 g., 15 mmole) and 1-(4-aminobutyl)-4-[3-(trifluoromethyl)phenyl]piperazine (4.5 g., 15 mmole) were combined in 300 ml. of methylene chloride and stirred for 30 minutes at room temperature. The solvent was replaced with 200 ml. of xylene and the mixture was refluxed for 48 hours with water removal via a Dean-Stark trap. The solvent was removed in vacuum and the residue filtered through 75 g. of silica gel with 2% ethanol/chloroform as eluent. The produ... The reagents and catalysts are [Pd] (palladium on carbon). Yields the product Cl.FC(OC1=CC=C(C=C1)N1N=C(N=C1)C1=CC=C(C=C1)CN)(F)F ((4-(1-(4-(trifluoromethoxy)phenyl)-1H-1,2,4-triazol-3-yl)phenyl) methanamine.hydrochloride). Yield: 93.0%. Procedure details: In a 250 mL flask, 4-(1-(4-(trifluoromethoxy)phenyl)-1H-1,2,4-triazol-3-yl)benzonitrile (3.00 g, 9.09 mmol) in ethanol (30 mL) was taken and hydrogen chloride (12 N, 3 mL) was added followed by palladium on carbon (10 wt %, 0.500 g). The reaction mixture was evacuated and purged with hydrogen gas. The reaction mixture was stirred under hydrogen (50 psi) for 24 hours. The reaction mixture was filtered over Celite®, concentrated and the solid obtained triturated with diethyl ether to give the titl... Conditions: time 24 hour. Solvent: C(C)O (ethanol). Reaction SMILES: [F:1][C:2]([F:24])([F:23])[O:3][C:4]1[CH:9]=[CH:8][C:7]([N:10]2[CH:14]=[N:13][C:12]([C:15]3[CH:22]=[CH:21][C:18]([C:19]#[N:20])=[CH:17][CH:16]=3)=[N:11]2)=[CH:6][CH:5]=1.[ClH:25]>C(O)C.[Pd]>[ClH:25].[F:24][C:2]([F:1])([F:23])[O:3][C:4]1[CH:5]=[CH:6][C:7]([N:10]2[CH:14]=[N:13][C:12]([C:15]3[CH:22]=[CH:21][C:18]([CH2:19][NH2:20])=[CH:17][CH:16]=3)=[N:11]2)=[CH:8][CH:9]=1 |f:4.5|. The reactants are FC(OC1=CC=C(C=C1)N1N=C(N=C1)C1=CC=C(C#N)C=C1)(F)F (4-(1-(4-(trifluoromethoxy)phenyl)-1H-1,2,4-triazol-3-yl)benzonitrile), Cl (hydrogen chloride). Reactants: CC(C)(C)OC(=O)CBr, O=C([O-])[O-], CC(C)=O, [K+], [K+], Cc1c(O)cccc1CO. Product: Cc1c(CO)cccc1OCC(=O)OC(C)(C)C. Reaction SMILES: [Br:1][CH2:2][C:3](=[O:4])[O:5][C:6]([CH3:7])([CH3:8])[CH3:9].[C:20](=[O:21])([O-:22])[O-:23].[CH3:26][C:27](=[O:28])[CH3:29].[K+:24].[K+:25].[OH:10][CH2:11][c:12]1[c:13]([CH3:19])[c:14]([OH:18])[cH:15][cH:16][cH:17]1>>[CH2:2]([C:3](=[O:4])[O:5][C:6]([CH3:7])([CH3:8])[CH3:9])[O:18][c:14]1[c:13]([CH3:19])[c:12]([CH2:11][OH:10])[cH:17][cH:16][cH:15]1. Starting materials: [Ba+2], Brc1ccnc2[nH]ccc12, ClC(Cl)Cl, CC(C)O, CN(C)C=O, [OH-], [OH-], O, O, O, O, O, O, O, O, O, CC1(C)OB(c2cccc3cc(-c4nc(NCCn5ccnn5)ncc4F)sc23)OC1(C)C. Product: Fc1cnc(NCCn2ccnn2)nc1-c1cc2cccc(-c3ccnc4[nH]ccc34)c2s1. As a reaction SMILES: [Ba+2:53].[Br:34][c:35]1[c:36]2[c:37]([n:38][cH:39][cH:40]1)[nH:41][cH:42][cH:43]2.[CH:60]([Cl:61])([Cl:62])[Cl:63].[CH:64]([OH:65])([CH3:66])[CH3:67].[O:55]=[CH:56][N:57]([CH3:58])[CH3:59].[OH-:52].[OH-:54].[OH2:44].[OH2:45].[OH2:46].[OH2:47].[OH2:48].[OH2:49].[OH2:50].[OH2:51].[OH2:68].[n:1]1([CH2:6][CH2:7][NH:8][c:9]2[n:10][cH:11][c:12]([F:33])[c:13](-[c:15]3[cH:16][c:17]4[c:18]([s:19]3)[c:20]([B:24]3[O:25][C:26]([CH3:27])([CH3:28])[C:29]([CH3:30])([CH3:31])[O:32]3)[cH:21][cH:22][cH:23]4)[n:14]2)[n:2][n:3][cH:4][cH:5]1>>[n:1]1([CH2:6][CH2:7][NH:8][c:9]2[n:10][cH:11][c:12]([F:33])[c:13](-[c:15]3[cH:16][c:17]4[c:18]([s:19]3)[c:20](-[c:35]3[c:36]5[c:37]([n:38][cH:39][cH:40]3)[nH:41][cH:42][cH:43]5)[cH:21][cH:22][cH:23]4)[n:14]2)[n:2][n:3][cH:4][cH:5]1. Starting materials: O=C([O-])[O-], CCCCCCCCCCCCCCOc1ccc(C(=O)O)o1, CCI, [K+], [K+], CN(C)C=O, O. The product is CCCCCCCCCCCCCCOc1ccc(C(=O)OCC)o1. Reaction SMILES: [C:24](=[O:25])([O-:26])[O-:27].[CH2:1]([CH2:2][CH2:3][CH2:4][CH2:5][CH2:6][CH2:7][CH2:8][CH2:9][CH2:10][CH2:11][CH2:12][CH2:13][CH3:14])[O:15][c:16]1[cH:17][cH:18][c:19]([C:21](=[O:22])[OH:23])[o:20]1.[CH2:35]([CH3:36])[I:37].[K+:28].[K+:29].[O:30]=[CH:31][N:32]([CH3:33])[CH3:34].[OH2:38]>>[CH2:1]([CH2:2][CH2:3][CH2:4][CH2:5][CH2:6][CH2:7][CH2:8][CH2:9][CH2:10][CH2:11][CH2:12][CH2:13][CH3:14])[O:15][c:16]1[cH:17][cH:18][c:19]([C:21]([O:22][CH2:35][CH3:36])=[O:23])[o:20]1.